This data is from the Open Reaction Database (ORD), a public repository of structured organic reaction records. The task is: describe an organic reaction: reactants, conditions, products, and yield The reactants are CC(C)N, CCOC(=O)C(O)CCc1ccc(-c2ccccc2Cl)cc1. Yields the product CC(C)NC(=O)C(O)CCc1ccc(-c2ccccc2Cl)cc1. As a reaction SMILES: [CH3:23][CH:24]([CH3:25])[NH2:26].[OH:1][CH:2]([C:3]([O:5][CH2:4][CH3:6])=[O:7])[CH2:8][CH2:9][c:10]1[cH:11][cH:12][c:13](-[c:16]2[c:17]([Cl:22])[cH:18][cH:19][cH:20][cH:21]2)[cH:14][cH:15]1>>[OH:1][CH:2]([C:3](=[O:5])[NH:26][CH:24]([CH3:23])[CH3:25])[CH2:8][CH2:9][c:10]1[cH:11][cH:12][c:13](-[c:16]2[c:17]([Cl:22])[cH:18][cH:19][cH:20][cH:21]2)[cH:14][cH:15]1. The reactants are COC(=O)C1=NC(=C(N=C1N)NCC(F)F)C#C[Si](C)(C)C (3-amino-5-(2,2-difluoro-ethylamino)-6-trimethylsilanylethynyl-pyrazine-2-carboxylic acid methyl ester). Reagents/catalysts: [Cu]I (Copper(I) iodide). Solvent: CN(C)C=O (DMF). Reaction conditions: temperature 120 celsius. The product is COC(=O)C=1N=C2C(=NC1N)N(CC2)CC(F)F (3-Amino-5-(2,2-difluoro-ethyl)-6H-pyrrolo[2,3-b]pyrazine-2-carboxylic acid methyl ester). RXN SMILES: [CH3:1][O:2][C:3]([C:5]1[C:10]([NH2:11])=[N:9][C:8]([NH:12][CH2:13][CH:14]([F:16])[F:15])=[C:7]([C:17]#[C:18][Si](C)(C)C)[N:6]=1)=[O:4]>CN(C=O)C.[Cu]I>[CH3:1][O:2][C:3]([C:5]1[N:6]=[C:7]2[CH2:17][CH2:18][N:12]([CH2:13][CH:14]([F:16])[F:15])[C:8]2=[N:9][C:10]=1[NH2:11])=[O:4]. Reported procedure: To a solution of 3-amino-5-(2,2-difluoro-ethylamino)-6-trimethylsilanylethynyl-pyrazine-2-carboxylic acid methyl ester (624 mg, 1.9 mmol) in DMF (19 ml) was added Copper(I) iodide (181 mg, 0.95 mmol) and the mixture was heated to 120° C. for 2 h. The reaction mixture was filtered through Hyflo, the residue washed with toluene. The combined organic phases were extracted with water, dried with Na2SO4 and evaporated. The residue was purified by chromatography on silica gel (cyclohexane to cyclohexa... The reactants are NC=1N(C2=NC(=CC=C2C(C1C(=O)NC)=O)Cl)CC (2-amino-7-chloro-1-ethyl-N-methyl-4-oxo-1,4-dihydro-1,8-naphthyridine-3-carboxamide), C(C#C)NC(OC)=O (methyl (prop-2-yn-1-yl)carbamate). As a reaction SMILES: [NH2:1][C:2]1[N:3]([CH2:18][CH3:19])[C:4]2[C:9]([C:10](=[O:16])[C:11]=1[C:12]([NH:14][CH3:15])=[O:13])=[CH:8][CH:7]=[C:6](Cl)[N:5]=2.[CH2:20]([NH:23][C:24](=[O:27])[O:25][CH3:26])[C:21]#[CH:22]>CN(C=O)C.CCN(CC)CC.[Cu]I.C1C=CC(P(C2C=CC=CC=2)C2C=CC=CC=2)=CC=1.C1C=CC(P(C2C=CC=CC=2)C2C=CC=CC=2)=CC=1.Cl[Pd]Cl>[NH2:1][C:2]1[N:3]([CH2:18][CH3:19])[C:4]2[N:5]=[C:6]([C:22]#[C:21][CH2:20][NH:23][C:24](=[O:27])[O:25][CH3:26])[CH:7]=[CH:8][C:9]=2[C:10](=[O:16])[C:11]=1[C:12](=[O:13])[NH:14][CH3:15] |f:2.3,5.6.7|. Solvent: CN(C)C=O.CCN(CC)CC (DMF Et3N). Reagents/catalysts: [Cu]I (CuI), C1=CC=C(C=C1)P(C2=CC=CC=C2)C3=CC=CC=C3.C1=CC=C(C=C1)P(C2=CC=CC=C2)C3=CC=CC=C3.Cl[Pd]Cl (bis(triphenylphosphine)palladium(II)dichloride). Reported procedure: A suspension of 0.8 g (2.85 mmol) of 2-amino-7-chloro-1-ethyl-N-methyl-4-oxo-1,4-dihydro-1,8-naphthyridine-3-carboxamide in 22 ml of a DMF/Et3N (v/v; 2.2/1) mixture is placed in a 10 ml microwave tube. Argon is sparged into this suspension for 10 minutes and then 0.98 g of methyl (prop-2-yn-1-yl)carbamate (8.66 mmol), 0.076 g of CuI (0.40 mmol) and 0.139 g of bis(triphenylphosphine)palladium(II)dichloride (0.20 mmol) are successively added. The product is NC1=C(C(C=2C=CC(=NC2N1CC)C#CCNC(OC)=O)=O)C(NC)=O (Methyl {3-[7-amino-8-ethyl-6-(methylcarbamoyl)-5-oxo-5,8-dihydro-1,8-naphthyridin-2-yl]prop-2-yn-1-yl}carbamate). Reactants: C(C)SC1=C(CO)C=CC=C1 (2-(ethylthio)benzyl alcohol), C=1C=CC(=CC1)P(=O)(C=2C=CC=CC2)N=[N+]=[N-] (DPPA), C1CCC2=NCCCN2CC1 (DBU). The solvent is C1CCOC1 (THF). Reaction conditions: time 2 day. Product: N(=[N+]=[N-])CC1=C(C=CC=C1)SCC (2-(Azidomethyl)-ethylthiobenzene). RXN SMILES: [CH2:1]([S:3][C:4]1[CH:11]=[CH:10][CH:9]=[CH:8][C:5]=1[CH2:6]O)[CH3:2].C1C=CC(P([N:26]=[N+:27]=[N-:28])(C2C=CC=CC=2)=O)=CC=1.C1CCN2C(=NCCC2)CC1>C1COCC1>[N:26]([CH2:6][C:5]1[CH:8]=[CH:9][CH:10]=[CH:11][C:4]=1[S:3][CH2:1][CH3:2])=[N+:27]=[N-:28]. Procedure details: To a stirred solution of 2-(ethylthio)benzyl alcohol (3.98 g, 23.6 mmol) in THF (48 mL) at 0° C. under Ar was added DPPA (6.1 mL, 28.4 mmol) followed by DBU (4.0 mL, 26.0 mmol). The reaction was allowed to warm to room temperature and stirred for 2 days. The solution was concentrated to an oil, which was taken up in EtOAc, and washed successively with 10% aqueous citric acid, saturated aqueous NaHCO3 solution and brine. The organic layer was dried over Na2SO4 and concentrated to an oil which was... Reactants: CC(=O)C.OS(=O)(=O)O.O=[Cr](=O)=O (Jones reagent), C(C)(=O)O[C@@H]1[C@]2(C)[C@@H](C[C@@H]1N1CCCCC1)[C@@H]1CC[C@H]3CC[C@H](C[C@]3(C)[C@H]1CC2)O (16β-(1-piperidinyl)-5α-androstane-2β,17β-diol 17-acetate). Solvent: CC(=O)C (acetone). Conditions: temperature 5 celsius, time 3 hour. The product is C(C)(=O)O[C@@H]1[C@]2(C)[C@@H](C[C@@H]1N1CCCCC1)[C@@H]1CC[C@H]3CCC(C[C@]3(C)[C@H]1CC2)=O (17β-acetyloxy-16β-(1-piperidinyl)-5α-androstan-2-one). The yield is 87.6%. As a reaction SMILES: CC(C)=O.OS(O)(=O)=O.O=[Cr](=O)=O.[C:14]([O:17][C@H:18]1[C@@H:23]([N:24]2[CH2:29][CH2:28][CH2:27][CH2:26][CH2:25]2)[CH2:22][C@H:21]2[C@H:30]3[C@H:40]([CH2:41][CH2:42][C@:19]12[CH3:20])[C@:38]1([CH3:39])[C@H:33]([CH2:34][CH2:35][C@@H:36]([OH:43])[CH2:37]1)[CH2:32][CH2:31]3)(=[O:16])[CH3:15]>CC(C)=O>[C:14]([O:17][C@H:18]1[C@@H:23]([N:24]2[CH2:25][CH2:26][CH2:27][CH2:28][CH2:29]2)[CH2:22][C@H:21]2[C@H:30]3[C@H:40]([CH2:41][CH2:42][C@:19]12[CH3:20])[C@:38]1([CH3:39])[C@H:33]([CH2:34][CH2:35][C:36](=[O:43])[CH2:37]1)[CH2:32][CH2:31]3)(=[O:16])[CH3:15] |f:0.1.2|. Procedure: Jones reagent (21.0 ml; 8N) was added dropwise to a stirred suspension of 16β-(1-piperidinyl)-5α-androstane-2β,17β-diol 17-acetate (14.0 g) in acetone (250 ml), cooled to approx. 5° C. in an ice-bath. When the addition was complete, the cooling bath was removed and stirring was continued for 3 h. Saturated sodium carbonate solution (100 ml) was added to give pH approx. 9 and the product was extracted into dichloromethane (150 ml). The organic layer was separated, washed neutral with water (3×150... The reactants are COC(C1=CN=C(C=C1)OCC=1C(=NOC1C)CCCC)=O (6-(3-butyl-5-methyl-isoxazol-4-ylmethoxy)-nicotinic acid methyl ester), NN1CCCC1 (N-aminopyrrolidine). Product: C(CCC)C1=NOC(=C1COC1=NC=C(C(=O)NN2CCCC2)C=C1)C (6-((3-Butyl-5-methyl-isoxazol-4-yl)-methoxy)-N-pyrrolidin-1-yl-nicotinamide). Isolated yield 17.0%. As a reaction SMILES: CO[C:3](=[O:22])[C:4]1[CH:9]=[CH:8][C:7]([O:10][CH2:11][C:12]2[C:13]([CH2:18][CH2:19][CH2:20][CH3:21])=[N:14][O:15][C:16]=2[CH3:17])=[N:6][CH:5]=1.[NH2:23][N:24]1[CH2:28][CH2:27][CH2:26][CH2:25]1>>[CH2:18]([C:13]1[C:12]([CH2:11][O:10][C:7]2[CH:8]=[CH:9][C:4]([C:3]([NH:23][N:24]3[CH2:28][CH2:27][CH2:26][CH2:25]3)=[O:22])=[CH:5][N:6]=2)=[C:16]([CH3:17])[O:15][N:14]=1)[CH2:19][CH2:20][CH3:21]. Reported procedure: As described for example 8d, 6-(3-butyl-5-methyl-isoxazol-4-ylmethoxy)-nicotinic acid methyl ester (200 mg, 0.66 mmol) was converted, using N-aminopyrrolidine instead of N-aminomorpholine, to the title compound (40 mg, 17%) which was obtained as an off white solid. MS: m/e=359.2 [M+H]+. The reactants are [H-].[Na+] (sodium hydride), BrCCC(C)C (1-Bromo-3-methylbutane), C1COCCOCCOCCOCCOCCO1 (18-crown-6), N1C(=NC=C1)C=O (2-imidazolecarboxaldehyde). The solvent is O1CCCC1 (tetrahydrofuran). Conditions: temperature 0 celsius, time 30 minute. Product: C(CC(C)C)N1C=NC(=C1)C=O (1-Isopentyl-1H-imidazole-4-carboxaldehyde). RXN SMILES: [H-].[Na+].[NH:3]1[CH:7]=[CH:6][N:5]=[C:4]1C=O.Br[CH2:11][CH2:12][CH:13]([CH3:15])[CH3:14].C1OCCOCCOCCOCCOCC[O:18][CH2:17]1>O1CCCC1>[CH2:11]([N:5]1[CH:6]=[C:7]([CH:17]=[O:18])[N:3]=[CH:4]1)[CH2:12][CH:13]([CH3:15])[CH3:14] |f:0.1|. Reported procedure: A mixture of sodium hydride (20 g, 60% dispersion in mineral oil, 0.5 mol) in tetrahydrofuran (300 ml) was cooled to 0° C., and 2-imidazolecarboxaldehyde (45 g, 0.47 mol) was added portionwise over 30 minutes. Once addition was complete, the reaction was stirred at 0° C. for 30 minutes, then allowed to warm to room temperature. 1-Bromo-3-methylbutane (60.8 ml, 0.5 mol) and 18-crown-6 (140 mg) were added, and the reaction was heated at reflux for 18 hours. The cooled reaction was quenched by the ... Starting materials: C([O-])(O)=O.[Na+] (sodium bicarbonate), Cl.N1(CCCCC1)CCOC1=CC=C(OC2(C(C=CC3=CC(=CC=C23)OC)C2=CC(=CC=C2)OC)C=O)C=C1 (1-[4-[2-(1-piperidinyl)ethoxy]phenoxy]-2-(3-methoxyphenyl)-6-methoxynaphthal hydrochloride), B(Br)(Br)Br (Boron tribromide), solution. Run in C(Cl)Cl (methylene chloride), C(Cl)Cl (methylene chloride). Reaction conditions: temperature 0 celsius, time 2 hour. Product: N1(CCCCC1)CCOC1=CC=C(OC2=C(C=CC3=CC(=CC=C23)OC)C2=CC(=CC=C2)O)C=C1 (1-[4-[2-(1-piperidinyl)ethoxy]-phenoxy]-2-(3-hydroxyphenyl)-6-methoxynaphthalene). Yield: 48.8%. RXN SMILES: Cl.[N:2]1([CH2:8][CH2:9][O:10][C:11]2[CH:39]=[CH:38][C:14]([O:15][C:16]3(C=O)[C:25]4[C:20](=[CH:21][C:22]([O:26][CH3:27])=[CH:23][CH:24]=4)[CH:19]=[CH:18][CH:17]3[C:28]3[CH:33]=[CH:32][CH:31]=[C:30]([O:34]C)[CH:29]=3)=[CH:13][CH:12]=2)[CH2:7][CH2:6][CH2:5][CH2:4][CH2:3]1.B(Br)(Br)Br.C(=O)(O)[O-].[Na+]>C(Cl)Cl>[N:2]1([CH2:8][CH2:9][O:10][C:11]2[CH:12]=[CH:13][C:14]([O:15][C:16]3[C:25]4[C:20](=[CH:21][C:22]([O:26][CH3:27])=[CH:23][CH:24]=4)[CH:19]=[CH:18][C:17]=3[C:28]3[CH:33]=[CH:32][CH:31]=[C:30]([OH:34])[CH:29]=3)=[CH:38][CH:39]=2)[CH2:7][CH2:6][CH2:5][CH2:4][CH2:3]1 |f:0.1,3.4|. Procedure details: A solution of 1-[4-[2-(1-piperidinyl)ethoxy]phenoxy]-2-(3-methoxyphenyl)-6-methoxynaphthal hydrochloride (0.500 g, 0.96 mmol) in 20 mL of anhydrous methylene chloride under N2 atmosphere was chilled in an acetonitrile-dry ice bath to −20° C. Boron tribromide (1.44 mmol) was added dropwise over 3 minutes by syringe as a 1 M solution (1.44 mL).also in methylene chloride. The resulting mixture was allowed to warm to 0° C. and stirred for 2 hours. The reaction was then poured into a stirring solutio... Starting materials: O=C(Cl)c1nc2c(s1)CCOc1cc(Br)ccc1-2, CN(C)C=O, CCOC(C)=O, CC(C)NC(C)C, OCC1CCCN1. The product is O=C(c1nc2c(s1)CCOc1cc(Br)ccc1-2)N1CCCC1CO. As a reaction SMILES: [Br:20][c:21]1[cH:22][c:23]2[c:24]([cH:36][cH:37]1)-[c:25]1[n:26][c:27]([C:33](=[O:34])[Cl:35])[s:28][c:29]1[CH2:30][CH2:31][O:32]2.[CH3:15][N:16]([CH3:17])[CH:18]=[O:19].[CH3:38][CH2:39][O:40][C:41](=[O:42])[CH3:43].[CH:8]([NH:9][CH:10]([CH3:11])[CH3:12])([CH3:13])[CH3:14].[NH:1]1[CH:2]([CH2:3][OH:4])[CH2:5][CH2:6][CH2:7]1>>[N:1]1([C:33]([c:27]2[n:26][c:25]3[c:29]([s:28]2)[CH2:30][CH2:31][O:32][c:23]2[cH:22][c:21]([Br:20])[cH:37][cH:36][c:24]2-3)=[O:34])[CH:2]([CH2:3][OH:4])[CH2:5][CH2:6][CH2:7]1.